Dataset: the Open Reaction Database (ORD), a public repository of structured organic reaction records. Task: describe an organic reaction: reactants, conditions, products, and yield Starting materials: C12CN(CCC2O1)C(=O)OCC1=CC=CC=C1 (benzyl 7-oxa-3-azabicyclo[4.1.0]heptane-3-carboxylate), [N-]=[N+]=[N-].[Na+] (sodium azide), [Cl-].[NH4+] (ammonium chloride). The solvent is CO (MeOH), O (water). Run at temperature 65 celsius, time 7 hour. The product is N(=[N+]=[N-])C1CN(CCC1O)C(=O)OCC1=CC=CC=C1 (benzyl 3-azido-4-hydroxypiperidine-1-carboxylate), N(=[N+]=[N-])C1C(CN(CC1)C(=O)OCC1=CC=CC=C1)O (benzyl 4-azido-3-hydroxypiperidine-1-carboxylate). As a reaction SMILES: [CH:1]12[O:7][CH:6]1[CH2:5][CH2:4][N:3]([C:8]([O:10][CH2:11][C:12]1[CH:17]=[CH:16][CH:15]=[CH:14][CH:13]=1)=[O:9])[CH2:2]2.[N-:18]=[N+:19]=[N-:20].[Na+].[Cl-].[NH4+]>CO.O>[N:18]([CH:1]1[CH:6]([OH:7])[CH2:5][CH2:4][N:3]([C:8]([O:10][CH2:11][C:12]2[CH:17]=[CH:16][CH:15]=[CH:14][CH:13]=2)=[O:9])[CH2:2]1)=[N+:19]=[N-:20].[N:18]([CH:6]1[CH2:5][CH2:4][N:3]([C:8]([O:10][CH2:11][C:12]2[CH:17]=[CH:16][CH:15]=[CH:14][CH:13]=2)=[O:9])[CH2:2][CH:1]1[OH:7])=[N+:19]=[N-:20] |f:1.2,3.4|. Reported procedure: To a solution of benzyl 7-oxa-3-azabicyclo[4.1.0]heptane-3-carboxylate (1.0 equiv.) in MeOH and water (0.17M) was added sodium azide (2.0 equiv.) and ammonium chloride (1.0 equiv.). The reaction was stirred at 65° C. in an oil bath for 7 h, then concentrated to remove the methanol. Ethyl acetate was added, the organic phase was separated, dried with Na2SO4, and concentrated under vacuo to give benzyl 3-azido-4-hydroxypiperidine-1-carboxylate and benzyl 4-azido-3-hydroxypiperidine-1-carboxylate a... The reactants are O=C(NCC1CC1)c1cncc(Br)c1, O=Cc1nn(C2CCCCO2)c2ccc(I)cc12, [K+], [K+], [K+], [K+], CC(=O)[O-], CN(C)C=O, O, O=P([O-])([O-])[O-], c1ccc(P(c2ccccc2)(c2ccccc2)[Pd](P(c2ccccc2)(c2ccccc2)c2ccccc2)(P(c2ccccc2)(c2ccccc2)c2ccccc2)P(c2ccccc2)(c2ccccc2)c2ccccc2)cc1. The product is O=Cc1nn(C2CCCCO2)c2ccc(-c3cncc(C(=O)NCC4CC4)c3)cc12. Reaction SMILES: [Br:32][c:33]1[cH:34][n:35][cH:36][c:37]([C:38](=[O:39])[NH:40][CH2:41][CH:42]2[CH2:43][CH2:44]2)[cH:45]1.[I:1][c:2]1[cH:3][c:4]2[c:5]([CH:17]=[O:18])[n:6][n:7]([CH:11]3[O:12][CH2:13][CH2:14][CH2:15][CH2:16]3)[c:8]2[cH:9][cH:10]1.[K+:23].[K+:29].[K+:30].[K+:31].[O-:19][C:20]([CH3:21])=[O:22].[O:124]=[CH:125][N:126]([CH3:127])[CH3:128].[OH2:123].[P:24]([O-:25])([O-:26])([O-:27])=[O:28].[cH:46]1[cH:47][cH:48][c:49]([P:50]([Pd:51]([P:52]([c:53]2[cH:54][cH:55][cH:56][cH:57][cH:58]2)([c:59]2[cH:60][cH:61][cH:62][cH:63][cH:64]2)[c:65]2[cH:66][cH:67][cH:68][cH:69][cH:70]2)([P:71]([c:72]2[cH:73][cH:74][cH:75][cH:76][cH:77]2)([c:78]2[cH:79][cH:80][cH:81][cH:82][cH:83]2)[c:84]2[cH:85][cH:86][cH:87][cH:88][cH:89]2)[P:90]([c:91]2[cH:92][cH:93][cH:94][cH:95][cH:96]2)([c:97]2[cH:98][cH:99][cH:100][cH:101][cH:102]2)[c:103]2[cH:104][cH:105][cH:106][cH:107][cH:108]2)([c:109]2[cH:110][cH:111][cH:112][cH:113][cH:114]2)[c:115]2[cH:116][cH:117][cH:118][cH:119][cH:120]2)[cH:121][cH:122]1>>[c:2]1(-[c:33]2[cH:34][n:35][cH:36][c:37]([C:38](=[O:39])[NH:40][CH2:41][CH:42]3[CH2:43][CH2:44]3)[cH:45]2)[cH:3][c:4]2[c:5]([CH:17]=[O:18])[n:6][n:7]([CH:11]3[O:12][CH2:13][CH2:14][CH2:15][CH2:16]3)[c:8]2[cH:9][cH:10]1.